Dataset: the Open Reaction Database (ORD), a public repository of structured organic reaction records. Task: describe an organic reaction: reactants, conditions, products, and yield Starting materials: CNC1=CC=CC(=N1)CCO (2-[6-(methylamino)pyridin-2-yl]ethanol), N(=NC(=O)OC(C)C)C(=O)OC(C)C (diisopropyl azodicarboxylate), C(=O)(C(F)(F)F)O (TFA), C1=CC=C(C=C1)P(C2=CC=CC=C2)C3=CC=CC=C3 (PPh3), OC1=CC=C(C=C1)C1C(C1)CC(=O)OCC (ethyl [(+)-2-(4-hydroxyphenyl)cyclopropyl]acetate). Run in C1CCOC1 (THF). Run at time 18 hour. The product is FC(C(=O)O)(F)F.CNC1=CC=CC(=N1)CCOC1=CC=C(C=C1)C1C(C1)CC(=O)O ([(+)-2-(4-{2-[6-(methylamino)pyridin-2-yl]ethoxy}phenyl)cyclopropyl]acetic acid trifluoroacetate). Yield: 15.0%. As a reaction SMILES: [CH3:1][NH:2][C:3]1[N:8]=[C:7]([CH2:9][CH2:10][OH:11])[CH:6]=[CH:5][CH:4]=1.C1C=CC(P(C2C=CC=CC=2)C2C=CC=CC=2)=CC=1.O[C:32]1[CH:37]=[CH:36][C:35]([CH:38]2[CH2:40][CH:39]2[CH2:41][C:42]([O:44]CC)=[O:43])=[CH:34][CH:33]=1.N(C(OC(C)C)=O)=NC(OC(C)C)=O.[C:61]([OH:67])([C:63]([F:66])([F:65])[F:64])=[O:62]>C1COCC1>[F:64][C:63]([F:66])([F:65])[C:61]([OH:67])=[O:62].[CH3:1][NH:2][C:3]1[N:8]=[C:7]([CH2:9][CH2:10][O:11][C:32]2[CH:37]=[CH:36][C:35]([CH:38]3[CH2:40][CH:39]3[CH2:41][C:42]([OH:44])=[O:43])=[CH:34][CH:33]=2)[CH:6]=[CH:5][CH:4]=1 |f:6.7|. Reported procedure: To a solution of 2-[6-(methylamino)pyridin-2-yl]ethanol (1 g, 6.6 mmol) and PPh3 polymer bound (1.4 g, 9.9 mmole) in dry THF (50 mL) was added ethyl [(+)-2-(4-hydroxyphenyl)cyclopropyl]acetate (1.4 g, 6.6 mmol) from example 1 step 1, followed by diisopropyl azodicarboxylate (1.5 ml, 7.7 mmol). The reaction mixture was stirred at room temperature. After 18 hours, PPh3 polymer was filtered through celite and washed with excess THF. Filtrate was concentrated. The concentrated residue was dissolved ... Reactants: FC1=CC=C2C=CC(=CC2=C1)CBr (7-fluoro-2-bromomethylnaphthalene), OC=1C=C(C=CC1)C1(CC(OC(C1)C)C)OC (4-(3-hydroxyphenyl)-4-methoxy-2,6-dimethyltetrahydropyran). Product: FC1=CC=C2C=CC(=CC2=C1)COC=1C=C(C=CC1)C1(CC(OC(C1)C)C)OC (4-[3-(7-fluoronaphth-2-ylmethoxy)phenyl]-4-methoxy-2,6-dimethyltetrahydropyran). The yield is 98.5%. Reaction SMILES: [F:1][C:2]1[CH:11]=[C:10]2[C:5]([CH:6]=[CH:7][C:8]([CH2:12]Br)=[CH:9]2)=[CH:4][CH:3]=1.[OH:14][C:15]1[CH:16]=[C:17]([C:21]2([O:29][CH3:30])[CH2:26][CH:25]([CH3:27])[O:24][CH:23]([CH3:28])[CH2:22]2)[CH:18]=[CH:19][CH:20]=1>>[F:1][C:2]1[CH:11]=[C:10]2[C:5]([CH:6]=[CH:7][C:8]([CH2:12][O:14][C:15]3[CH:16]=[C:17]([C:21]4([O:29][CH3:30])[CH2:26][CH:25]([CH3:27])[O:24][CH:23]([CH3:28])[CH2:22]4)[CH:18]=[CH:19][CH:20]=3)=[CH:9]2)=[CH:4][CH:3]=1. Procedure details: Using the procedure described in Example 5, 7-fluoro-2-bromomethylnaphthalene (0.265 g) was reacted with 4-(3-hydroxyphenyl)-4-methoxy-2,6-dimethyltetrahydropyran (0.225 g, less polar isomer) to give 4-[3-(7-fluoronaphth-2-ylmethoxy)phenyl]-4-methoxy-2,6-dimethyltetrahydropyran (0.37 g, 93%), as an oil. Reactants: OC(c1ccc(F)cc1)c1ccc(Br)cc1, CCCCC, CCOCC, CO, N#CC(Cl)(Cl)Cl, [H-], [Na+]. Yields the product N=C(OC(c1ccc(F)cc1)c1ccc(Br)cc1)C(Cl)(Cl)Cl. Reaction SMILES: [Br:3][c:4]1[cH:5][cH:6][c:7]([CH:10]([OH:11])[c:12]2[cH:13][cH:14][c:15]([F:18])[cH:16][cH:17]2)[cH:8][cH:9]1.[CH3:25][CH2:26][CH2:27][CH2:28][CH3:29].[CH3:30][CH2:31][O:32][CH2:33][CH3:34].[CH3:35][OH:36].[Cl:19][C:20]([C:21]#[N:22])([Cl:23])[Cl:24].[H-:1].[Na+:2]>>[Br:3][c:4]1[cH:5][cH:6][c:7]([CH:10]([O:11][C:21]([C:20]([Cl:19])([Cl:23])[Cl:24])=[NH:22])[c:12]2[cH:13][cH:14][c:15]([F:18])[cH:16][cH:17]2)[cH:8][cH:9]1. The reactants are C(CC)(=O)O (propionic acid), [O-2].[Zn+2] (zinc oxide). Yields the product C(CC)(=O)[O-].[Zn+2].C(CC)(=O)[O-] (zinc propionate). Isolated yield 90.0%. RXN SMILES: [C:1]([OH:5])(=[O:4])[CH2:2][CH3:3].[O-2].[Zn+2:7]>>[C:1]([O-:5])(=[O:4])[CH2:2][CH3:3].[Zn+2:7].[C:1]([O-:5])(=[O:4])[CH2:2][CH3:3] |f:1.2,3.4.5|. Procedure: In one embodiment of the present invention, anhydrous propionic acid was mixed with dry zinc oxide to yield greater than 90 percent zinc propionate. The resulting zinc propionate was a white powder, and was in a form readily utilizable for dietary supplementation. Unlike the conventional aqueous method of preparation, the product is not precipitated and then separated from solution. Moreover, no drying of the product by vacuum desiccation, spray drying or freeze drying is required, thereby savin...